Dataset: the Open Reaction Database (ORD), a public repository of structured organic reaction records. Task: describe an organic reaction: reactants, conditions, products, and yield The product is CCN(CC)CCOC(=O)Nc1ccc(-c2n[nH]c3c2Cc2ccccc2-3)cc1. As a reaction SMILES: [CH2:1]([CH3:2])[N:3]([CH2:4][CH2:5][OH:6])[CH2:7][CH3:8].[CH2:32]1[O:33][CH2:34][CH2:35][CH2:36]1.[H-:10].[N:11](=[C:12]=[O:13])[c:14]1[cH:15][cH:16][c:17](-[c:20]2[c:21]3[c:22]([nH:23][n:24]2)-[c:25]2[cH:26][cH:27][cH:28][cH:29][c:30]2[CH2:31]3)[cH:18][cH:19]1.[Na+:9]>>[CH2:1]([CH3:2])[N:3]([CH2:4][CH2:5][O:6][C:12]([NH:11][c:14]1[cH:15][cH:16][c:17](-[c:20]2[c:21]3[c:22]([nH:23][n:24]2)-[c:25]2[cH:26][cH:27][cH:28][cH:29][c:30]2[CH2:31]3)[cH:18][cH:19]1)=[O:13])[CH2:7][CH3:8]. The reactants are CCN(CC)CCO, C1CCOC1, [H-], O=C=Nc1ccc(-c2n[nH]c3c2Cc2ccccc2-3)cc1, [Na+]. The reactants are [H-].[Na+] (Sodium hydride), OCCN1C(CCC1)=O (1-(2-hydroxyethyl)-2-pyrrolidinone), N1(CCCC1)CCOC1=CC=C(C=C1)C1=C(C2=C(S1)C=CC=C2)C(=O)C2=CC=C(C=C2)F (4-fluorophenyl 2-[4-[2-(1-pyrrolidinyl)ethoxy]phenyl]-benzo[b]thiophen-3-yl ketone). The solvent is CN(C)C=O (DMF), CN(C)C=O (DMF), [Cl-].[Na+].O (brine). Conditions: time 15 minute. Product: O=C1N(CCC1)CCOC1=CC=C(C=C1)C(=O)C=1C2=C(SC1C1=CC=C(C=C1)OCCN1CCCC1)C=CC=C2 (2-[4-[2-(1-Pyrrolidinyl)ethoxy]phenyl]-benzo[b]thiophen-3-yl 4-[2-(2-Oxopyrrolidin-1-yl)ethoxy]-phenyl Ketone). As a reaction SMILES: [H-].[Na+].[OH:3][CH2:4][CH2:5][N:6]1[CH2:10][CH2:9][CH2:8][C:7]1=[O:11].[N:12]1([CH2:17][CH2:18][O:19][C:20]2[CH:25]=[CH:24][C:23]([C:26]3[S:30][C:29]4[CH:31]=[CH:32][CH:33]=[CH:34][C:28]=4[C:27]=3[C:35]([C:37]3[CH:42]=[CH:41][C:40](F)=[CH:39][CH:38]=3)=[O:36])=[CH:22][CH:21]=2)[CH2:16][CH2:15][CH2:14][CH2:13]1>CN(C=O)C.[Cl-].[Na+].O>[O:11]=[C:7]1[CH2:8][CH2:9][CH2:10][N:6]1[CH2:5][CH2:4][O:3][C:40]1[CH:41]=[CH:42][C:37]([C:35]([C:27]2[C:28]3[CH:34]=[CH:33][CH:32]=[CH:31][C:29]=3[S:30][C:26]=2[C:23]2[CH:22]=[CH:21][C:20]([O:19][CH2:18][CH2:17][N:12]3[CH2:16][CH2:15][CH2:14][CH2:13]3)=[CH:25][CH:24]=2)=[O:36])=[CH:38][CH:39]=1 |f:0.1,5.6.7|. Procedure details: Sodium hydride (60% oil dispersion, 50 mg) was suspended in DMF (2.0 mL) and stirred at ambient temperature for 15 min under argon before 1-(2-hydroxyethyl)-2-pyrrolidinone (87 μL) was added. After stirring for 15 min, 4-fluorophenyl 2-[4-[2-(1-pyrrolidinyl)ethoxy]phenyl]-benzo[b]thiophen-3-yl ketone (223 mg) in 1 mL of DMF was introduced and the resulting solution was stirred at ambient temperature for 3.5 h. The reaction mixture was diluted with brine (50 mL) and extracted with EtOAc (3×50 mL)... Reactants: NC=1C(=C(C(=C(C(=O)O)C1I)I)C(=O)NCC(C)O)I (5-amino-N-(2-hydroxypropyl)2,4,6-triiodoisophthalamic acid), C(C)(=O)Cl (acetyl chloride). Solvent: CC(=O)N(C)C (dimethylacetamide). The product is C(C)(=O)NC=1C(=C(C(=C(C(=O)O)C1I)I)C(=O)NCC(C)O)I (5-Acetamido-N-(2-hydroxypropyl)-2,4,6-triiodoisophthalamic Acid). The yield is 87.0%. RXN SMILES: [NH2:1][C:2]1[C:3]([I:20])=[C:4]([C:13]([NH:15][CH2:16][CH:17]([OH:19])[CH3:18])=[O:14])[C:5]([I:12])=[C:6]([C:10]=1[I:11])[C:7]([OH:9])=[O:8].[C:21](Cl)(=[O:23])[CH3:22]>CC(N(C)C)=O>[C:21]([NH:1][C:2]1[C:3]([I:20])=[C:4]([C:13]([NH:15][CH2:16][CH:17]([OH:19])[CH3:18])=[O:14])[C:5]([I:12])=[C:6]([C:10]=1[I:11])[C:7]([OH:9])=[O:8])(=[O:23])[CH3:22]. Reported procedure: Analogously to Example 3, 5-amino-N-(2-hydroxypropyl)2,4,6-triiodoisophthalamic acid and acetyl chloride are reacted in dimethylacetamide. Yield: 87%, m.p. 276°-278° C., with decomposition. Solvent: C(C)(=O)OCC (ethyl acetate). As a reaction SMILES: [Br:1][C:2]1[CH:3]=[C:4]([CH:18]=[CH:19][CH:20]=1)[CH:5]([C:7]1[C:12]([O:13][CH2:14][O:15][CH3:16])=[CH:11][CH:10]=[CH:9][N+:8]=1[O-:17])[OH:6]>C(OCC)(=O)C.[O-2].[O-2].[Mn+4]>[Br:1][C:2]1[CH:3]=[C:4]([CH:18]=[CH:19][CH:20]=1)[C:5]([C:7]1[C:12]([O:13][CH2:14][O:15][CH3:16])=[CH:11][CH:10]=[CH:9][N+:8]=1[O-:17])=[O:6] |f:2.3.4|. The yield is 94.2%. The reactants are BrC=1C=C(C(O)C2=[N+](C=CC=C2OCOC)[O-])C=CC1 (2-(3-bromo-α-hydroxybenzyl)-3-methoxymethoxypyridine 1-oxide). Product: BrC=1C=C(C(=O)C2=[N+](C=CC=C2OCOC)[O-])C=CC1 (2-(3-bromobenzoyl)-3-methoxymethoxy pyridine 1-oxide). The reagents and catalysts are [O-2].[O-2].[Mn+4] (manganese dioxide). Conditions: time 8 hour. Reported procedure: A suspension of 2-(3-bromo-α-hydroxybenzyl)-3-methoxymethoxypyridine 1-oxide (4.58 g) and activated manganese dioxide (13.1 g) in ethyl acetate (150 mL) was stirred overnight at room temperature. The reaction mixture was subjected to filtration, and the filtrate was concentrated under reduced pressure. The concentrate was purified by means of a silica gel column (ethyl acetate--hexane) to afford 2-(3-bromobenzoyl)-3-methoxymethoxy pyridine 1-oxide (4.29 g). Physical properties and spectrum data ... Reactants: CN(C)C=O, [H-], CCI, O=[N+]([O-])c1ccc(Cc2nnn[nH]2)cc1, [Na+], O. Product: CCn1nnc(Cc2ccc([N+](=O)[O-])cc2)n1. RXN SMILES: [CH3:16][N:17]([CH3:18])[CH:19]=[O:20].[H-:21].[I:23][CH2:24][CH3:25].[N+:1](=[O:2])([O-:3])[c:4]1[cH:5][cH:6][c:7]([CH2:8][c:9]2[n:10][n:11][n:12][nH:13]2)[cH:14][cH:15]1.[Na+:22].[OH2:26]>>[N+:1](=[O:2])([O-:3])[c:4]1[cH:5][cH:6][c:7]([CH2:8][c:9]2[n:10][n:11]([CH2:24][CH3:25])[n:12][n:13]2)[cH:14][cH:15]1.